From a dataset of the Open Reaction Database (ORD), a public repository of structured organic reaction records. describe an organic reaction: reactants, conditions, products, and yield Reactants: CCOc1cc(C(C)(C)C)ccc1C1=NC(c2ccc(F)cc2)C(c2ccc(F)cc2)N1C(=O)Cl, CS(=O)(=O)CCN1CCNCC1, Cl, Cl. Product: CCOc1cc(C(C)(C)C)ccc1C1=NC(c2ccc(F)cc2)C(c2ccc(F)cc2)N1C(=O)N1CCN(CCS(C)(=O)=O)CC1, Cl. As a reaction SMILES: [C:1]([CH3:2])([CH3:3])([CH3:4])[c:5]1[cH:6][c:7]([O:33][CH2:34][CH3:35])[c:8]([C:11]2=[N:15][CH:14]([c:16]3[cH:17][cH:18][c:19]([F:22])[cH:20][cH:21]3)[CH:13]([c:23]3[cH:24][cH:25][c:26]([F:29])[cH:27][cH:28]3)[N:12]2[C:30](=[O:31])[Cl:32])[cH:9][cH:10]1.[CH3:38][S:39](=[O:40])(=[O:41])[CH2:42][CH2:43][N:44]1[CH2:45][CH2:46][NH:47][CH2:48][CH2:49]1.[ClH:36].[ClH:37]>>[C:1]([CH3:2])([CH3:3])([CH3:4])[c:5]1[cH:6][c:7]([O:33][CH2:34][CH3:35])[c:8]([C:11]2=[N:15][CH:14]([c:16]3[cH:17][cH:18][c:19]([F:22])[cH:20][cH:21]3)[CH:13]([c:23]3[cH:24][cH:25][c:26]([F:29])[cH:27][cH:28]3)[N:12]2[C:30](=[O:31])[N:47]2[CH2:46][CH2:45][N:44]([CH2:43][CH2:42][S:39]([CH3:38])(=[O:40])=[O:41])[CH2:49][CH2:48]2)[cH:9][cH:10]1.[ClH:32]. Starting materials: ice, C(C)(C)(C)OC(=O)N1[C@@H](CCC1)C#CC=1C=NC=CC1 ((S)-N-(tert-butoxycarbonyl)-2-(2-(3-pyridyl)ethynyl)pyrrolidine), Cl (hydrochloric acid). The solvent is C(C)(=O)OCC (ethyl acetate). Conditions: temperature 2.5 celsius, time 10 minute. Product: N1=CC(=CC=C1)C#C[C@H]1NCCC1 ((S)-2-(2-(3-Pyridyl)ethynyl)pyrrolidine). Yield: 63.3%. Reaction SMILES: C(OC([N:8]1[CH2:12][CH2:11][CH2:10][C@H:9]1[C:13]#[C:14][C:15]1[CH:16]=[N:17][CH:18]=[CH:19][CH:20]=1)=O)(C)(C)C.Cl>C(OCC)(=O)C>[N:17]1[CH:18]=[CH:19][CH:20]=[C:15]([C:14]#[C:13][C@@H:9]2[CH2:10][CH2:11][CH2:12][NH:8]2)[CH:16]=1. Procedure details: An ice-cold stirred solution (S)-N-(tert-butoxycarbonyl)-2-(2-(3-pyridyl)ethynyl)pyrrolidine (300 mg, 1.10 mmol) in ethyl acetate (25 mL) was treated with concentrated hydrochloric acid (1 mL). The mixture was stirred for 10 min at 0-5° C., then for 3 h at room temperature. The layers were separated and the pH of the aqueous portion was brought to 12 with 1N NaOH. The aqueous phase was extracted with ethyl acetate (2×25 mL). The combined organic phases were washed with brine (5 mL), then dried (... Reactants: C(CCCCCCCCCCC)[Sn](CCCCCCCCCCCC)(CCCCCCCCCCCC)Cl (tri-n-dodecyltin chloride), [OH-].[Na+] (sodium hydroxide). Solvent: CO (methanol). Yields the product [OH-].C(CCCCCCCCCCC)[Sn+](CCCCCCCCCCCC)CCCCCCCCCCCC (tri-n-dodecyltin hydroxide). As a reaction SMILES: [CH2:1]([Sn:13](Cl)([CH2:26][CH2:27][CH2:28][CH2:29][CH2:30][CH2:31][CH2:32][CH2:33][CH2:34][CH2:35][CH2:36][CH3:37])[CH2:14][CH2:15][CH2:16][CH2:17][CH2:18][CH2:19][CH2:20][CH2:21][CH2:22][CH2:23][CH2:24][CH3:25])[CH2:2][CH2:3][CH2:4][CH2:5][CH2:6][CH2:7][CH2:8][CH2:9][CH2:10][CH2:11][CH3:12].[OH-:39].[Na+]>CO>[OH-:39].[CH2:26]([Sn+:13]([CH2:1][CH2:2][CH2:3][CH2:4][CH2:5][CH2:6][CH2:7][CH2:8][CH2:9][CH2:10][CH2:11][CH3:12])[CH2:14][CH2:15][CH2:16][CH2:17][CH2:18][CH2:19][CH2:20][CH2:21][CH2:22][CH2:23][CH2:24][CH3:25])[CH2:27][CH2:28][CH2:29][CH2:30][CH2:31][CH2:32][CH2:33][CH2:34][CH2:35][CH2:36][CH3:37] |f:1.2,4.5|. Procedure details: The tri-n-dodecyltin chloride was treated with a 20% aqueous methanol solution of sodium hydroxide to afford tri-n-dodecyltin hydroxide having a melting point of 58° to 61° C. Starting materials: C(C)(C)(C)C1=NC=C(C(=N1)OCC)C=1N([C@]([C@](N1)(C)C1=CC=C(C=C1)Cl)(C)C1=CC=C(C=C1)Cl)C(=O)Cl ((4S,5R)-2-(2-tert-butyl-4-ethoxy-pyrimidin-5-yl)-4,5-bis-(4-chloro-phenyl)-4,5-dimethyl-4,5-dihydro-imidazole-1-carbonyl chloride), Cl.Cl.N1(CCNCC1)CCCS(=O)(=O)N (3-piperazin-1-yl-propane-1-sulfonic acid amide dihydrochloride). The product is C(C)(C)(C)C1=NC=C(C(=N1)OCC)C=1N([C@]([C@](N1)(C)C1=CC=C(C=C1)Cl)(C)C1=CC=C(C=C1)Cl)C(=O)N1CCN(CC1)CCCS(=O)(=O)N (3-{4-[(4S,5R)-2-(2-tert-Butyl-4-ethoxy-pyrimidin-5-yl)-4,5-bis-(4-chloro-phenyl)-4,5-dimethyl-4,5-dihydro-imidazole-1-carbonyl]-piperazin-1-yl}-propane-1-sulfonic acid amide). As a reaction SMILES: [C:1]([C:5]1[N:10]=[C:9]([O:11][CH2:12][CH3:13])[C:8]([C:14]2[N:15]([C:35](Cl)=[O:36])[C@@:16]([C:28]3[CH:33]=[CH:32][C:31]([Cl:34])=[CH:30][CH:29]=3)([CH3:27])[C@@:17]([C:20]3[CH:25]=[CH:24][C:23]([Cl:26])=[CH:22][CH:21]=3)([CH3:19])[N:18]=2)=[CH:7][N:6]=1)([CH3:4])([CH3:3])[CH3:2].Cl.Cl.[N:40]1([CH2:46][CH2:47][CH2:48][S:49]([NH2:52])(=[O:51])=[O:50])[CH2:45][CH2:44][NH:43][CH2:42][CH2:41]1>>[C:1]([C:5]1[N:10]=[C:9]([O:11][CH2:12][CH3:13])[C:8]([C:14]2[N:15]([C:35]([N:43]3[CH2:44][CH2:45][N:40]([CH2:46][CH2:47][CH2:48][S:49]([NH2:52])(=[O:51])=[O:50])[CH2:41][CH2:42]3)=[O:36])[C@@:16]([C:28]3[CH:29]=[CH:30][C:31]([Cl:34])=[CH:32][CH:33]=3)([CH3:27])[C@@:17]([C:20]3[CH:25]=[CH:24][C:23]([Cl:26])=[CH:22][CH:21]=3)([CH3:19])[N:18]=2)=[CH:7][N:6]=1)([CH3:3])([CH3:2])[CH3:4] |f:1.2.3|. Procedure: In a manner analogous to the method described in example 3, (4S,5R)-2-(2-tert-butyl-4-ethoxy-pyrimidin-5-yl)-4,5-bis-(4-chloro-phenyl)-4,5-dimethyl-4,5-dihydro-imidazole-1-carbonyl chloride (example 2) was reacted with 3-piperazin-1-yl-propane-1-sulfonic acid amide dihydrochloride (example 55) to give the title compound. HR-MS (ES, m/z) calculated for C35H46Cl2N7O4S [(M+H)+] 730.2704, observed 730.271. Starting materials: [H][H] (hydrogen), C(C)(C)N=C=NC(C)C (diisopropylcarbodiimide), CC1(CC(CC(N1[O])(C)C)O)C (4-Hydroxy-2,2,6,6-tetramethylpiperidine-N-oxyl), Pt, C1CCOC1 (THF), [H][H] (hydrogen). Reaction conditions: temperature 55 celsius. Product: OC1CC(N(C(C1)(C)C)OC(NC(C)C)=NC(C)C)(C)C (2-(4-hydroxy-2,2,6,6-tetramethyl-piperidin-1-yl)-1,3-diisopropyl-isourea). RXN SMILES: [CH3:1][C:2]1([CH3:12])[N:7]([O])[C:6]([CH3:10])([CH3:9])[CH2:5][CH:4]([OH:11])[CH2:3]1.[H][H].[CH:15]([N:18]=[C:19]=[N:20][CH:21]([CH3:23])[CH3:22])([CH3:17])[CH3:16].C1C[O:27]CC1>>[OH:11][CH:4]1[CH2:3][C:2]([CH3:12])([CH3:1])[N:7]([O:27][C:19](=[N:20][CH:21]([CH3:23])[CH3:22])[NH:18][CH:15]([CH3:17])[CH3:16])[C:6]([CH3:10])([CH3:9])[CH2:5]1 |^1:4|. Procedure details: 4-Hydroxy-2,2,6,6-tetramethylpiperidine-N-oxyl (17.25 g, 100 mmol) is dissolved in THF (100 ml) and hydrogenated in the presence of 0.35 g Pt (5% on carbon) catalyst using 4 bar hydrogen pressure. The hydrogen uptake stops after approximately one hour. The reaction mixture is then filtered and mixed with the solution of diisopropylcarbodiimide (18.6 ml, 120 mmol). The solution is then heated under argon at 55° C. for 6 hours, concentrated, diluted with ethyl acetate (40 ml) and allowed to crysta... Starting materials: [Al+3], CC1(C)CCC(C)(C)c2cc(C#Cc3ccc(C(=O)O)cc3)ccc21, CCOC(C)=O, Cl, [H-], [H-], [H-], [H-], [Li+], O. The product is CC1(C)CCC(C)(C)c2cc(C#Cc3ccc(CO)cc3)ccc21. RXN SMILES: [Al+3:27].[CH3:1][C:2]1([CH3:25])[c:3]2[cH:4][cH:5][c:6]([C:14]#[C:15][c:16]3[cH:17][cH:18][c:19]([C:20](=[O:21])[OH:22])[cH:23][cH:24]3)[cH:7][c:8]2[C:9]([CH3:12])([CH3:13])[CH2:10][CH2:11]1.[CH3:32][CH2:33][O:34][C:35](=[O:36])[CH3:37].[ClH:38].[H-:26].[H-:29].[H-:30].[H-:31].[Li+:28].[OH2:39]>>[CH3:1][C:2]1([CH3:25])[c:3]2[cH:4][cH:5][c:6]([C:14]#[C:15][c:16]3[cH:17][cH:18][c:19]([CH2:20][OH:21])[cH:23][cH:24]3)[cH:7][c:8]2[C:9]([CH3:12])([CH3:13])[CH2:10][CH2:11]1. Reactants: CO, [Na+], [OH-], CCOC(=O)CC(O)CC(O)C=Cc1c(-c2ccc(F)cc2)c2ccccc2c(=O)n1C(C)C. Yields the product [Na+], CC(C)n1c(C=CC(O)CC(O)CC(=O)[O-])c(-c2ccc(F)cc2)c2ccccc2c1=O. As a reaction SMILES: [CH3:37][OH:38].[Na+:36].[OH-:35].[OH:1][CH:2]([CH2:3][C:4](=[O:5])[O:6][CH2:7][CH3:8])[CH2:9][CH:10]([CH:11]=[CH:12][c:13]1[n:14]([CH:31]([CH3:32])[CH3:33])[c:15](=[O:30])[c:16]2[cH:17][cH:18][cH:19][cH:20][c:21]2[c:22]1-[c:23]1[cH:24][cH:25][c:26]([F:29])[cH:27][cH:28]1)[OH:34]>>[Na+:36].[OH:1][CH:2]([CH2:3][C:4](=[O:5])[O-:6])[CH2:9][CH:10]([CH:11]=[CH:12][c:13]1[n:14]([CH:31]([CH3:32])[CH3:33])[c:15](=[O:30])[c:16]2[cH:17][cH:18][cH:19][cH:20][c:21]2[c:22]1-[c:23]1[cH:24][cH:25][c:26]([F:29])[cH:27][cH:28]1)[OH:34].